This data is from the Open Reaction Database (ORD), a public repository of structured organic reaction records. The task is: describe an organic reaction: reactants, conditions, products, and yield The reactants are C=C(C)C(C(=O)OC)N1C(=O)C(N2C(=O)c3ccccc3C2=O)C1S(=O)Cl, O=C(O)C(F)(F)F. Yields the product C=C1CS(=O)C2C(N3C(=O)c4ccccc4C3=O)C(=O)N2C1C(=O)OC. RXN SMILES: [CH3:1][C:2]([CH:3]([C:4](=[O:5])[O:6][CH3:7])[N:8]1[CH:9]([S:24](=[O:25])[Cl:26])[CH:10]([N:13]2[C:14](=[O:23])[c:15]3[c:16]([cH:19][cH:20][cH:21][cH:22]3)[C:17]2=[O:18])[C:11]1=[O:12])=[CH2:27].[OH:28][C:29]([C:30]([F:31])([F:32])[F:33])=[O:34]>>[CH2:1]1[C:2](=[CH2:27])[CH:3]([C:4](=[O:5])[O:6][CH3:7])[N:8]2[CH:9]([CH:10]([N:13]3[C:14](=[O:23])[c:15]4[c:16]([cH:19][cH:20][cH:21][cH:22]4)[C:17]3=[O:18])[C:11]2=[O:12])[S:24]1=[O:25]. Starting materials: O=c1cc(I)cc[nH]1, CC(c1ccc(B2OC(C)(C)C(C)(C)O2)cc1)N1CCC(CC(C)(C)O)(c2ccccc2)OC1=O. Product: CC(c1ccc(-c2cc[nH]c(=O)c2)cc1)N1CCC(CC(C)(C)O)(c2ccccc2)OC1=O. Reaction SMILES: [I:36][c:37]1[cH:38][c:39](=[O:43])[nH:40][cH:41][cH:42]1.[OH:1][C:2]([CH2:3][C:4]1([c:28]2[cH:29][cH:30][cH:31][cH:32][cH:33]2)[CH2:5][CH2:6][N:7]([CH:11]([CH3:12])[c:13]2[cH:14][cH:15][c:16]([B:19]3[O:20][C:21]([CH3:22])([CH3:23])[C:24]([CH3:25])([CH3:26])[O:27]3)[cH:17][cH:18]2)[C:8](=[O:10])[O:9]1)([CH3:34])[CH3:35]>>[OH:1][C:2]([CH2:3][C:4]1([c:28]2[cH:29][cH:30][cH:31][cH:32][cH:33]2)[CH2:5][CH2:6][N:7]([CH:11]([CH3:12])[c:13]2[cH:14][cH:15][c:16](-[c:37]3[cH:38][c:39](=[O:43])[nH:40][cH:41][cH:42]3)[cH:17][cH:18]2)[C:8](=[O:10])[O:9]1)([CH3:34])[CH3:35]. Reactants: C(C)(C)(C)OC(=O)N1C[C@H]([C@@H](C1)CN(C(C1=CC(=C(C=C1)OC)OCCCOC)=O)C(C)C)CO ((3S,4R)-3-hydroxymethyl-4-({isopropyl-[4-methoxy-3-(3-methoxy-propoxy)benzoyl]-amino}-methyl)-pyrrolidine-1-carboxylic acid tert-butyl ester), C1(CCCCC1)CN(C(=O)Cl)C (cyclohexylmethyl-methyl-carbamoyl chloride), [NH4+].[Cl-] (NH4Cl), [H-].[Na+] (NaH). Run in C1CCOC1 (THF), CCOC(=O)C (AcOEt), C1CCOC1 (THF), C1CCOC1 (THF). Conditions: time 8 hour. The product is C(C)(C)(C)OC(=O)N1C[C@H]([C@@H](C1)CN(C(C1=CC(=C(C=C1)OC)OCCCOC)=O)C(C)C)COC(N(C)CC1CCCCC1)=O ((3S,4R)-3-[(cyclohexylmethyl-methyl-carbamoyloxy)-methyl]-4-({isopropyl-[4-methoxy-3-(3-methoxy-propoxy)-benzoyl]-amino}-methyl)-pyrrolidine-1-carboxylic acid tert-butyl ester). RXN SMILES: [H-].[Na+].[C:3]([O:7][C:8]([N:10]1[CH2:14][C@@H:13]([CH2:15][N:16]([CH:33]([CH3:35])[CH3:34])[C:17](=[O:32])[C:18]2[CH:23]=[CH:22][C:21]([O:24][CH3:25])=[C:20]([O:26][CH2:27][CH2:28][CH2:29][O:30][CH3:31])[CH:19]=2)[C@H:12]([CH2:36][OH:37])[CH2:11]1)=[O:9])([CH3:6])([CH3:5])[CH3:4].[CH:38]1([CH2:44][N:45]([CH3:49])[C:46](Cl)=[O:47])[CH2:43][CH2:42][CH2:41][CH2:40][CH2:39]1.[NH4+].[Cl-]>C1COCC1.CCOC(C)=O>[C:3]([O:7][C:8]([N:10]1[CH2:14][C@@H:13]([CH2:15][N:16]([CH:33]([CH3:34])[CH3:35])[C:17](=[O:32])[C:18]2[CH:23]=[CH:22][C:21]([O:24][CH3:25])=[C:20]([O:26][CH2:27][CH2:28][CH2:29][O:30][CH3:31])[CH:19]=2)[C@H:12]([CH2:36][O:37][C:46](=[O:47])[N:45]([CH2:44][CH:38]2[CH2:43][CH2:42][CH2:41][CH2:40][CH2:39]2)[CH3:49])[CH2:11]1)=[O:9])([CH3:6])([CH3:5])[CH3:4] |f:0.1,4.5|. Procedure details: To a stirred suspension of NaH (60% oily dispersion, 17 mg, 0.42 mmol) in THF (2 mL) is added at 0° C. (3S,4R)-3-hydroxymethyl-4-({isopropyl-[4-methoxy-3-(3-methoxy-propoxy)benzoyl]-amino}-methyl)-pyrrolidine-1-carboxylic acid tert-butyl ester (160 mg, 0.303 mmol) in THF (3 mL). The resulting solution is stirred 30 min before the addition of a solution of cyclohexylmethyl-methyl-carbamoyl chloride (80 mg, 0.421 mmol) in THF (3 mL). The mixture is further stirred overnight at RT and poured into a...